This data is from the Open Reaction Database (ORD), a public repository of structured organic reaction records. The task is: describe an organic reaction: reactants, conditions, products, and yield Reactants: C(C=C)#N (acrylonitrile), C(CCC)OC(C=O)OCCCC (dibutoxyethanal). Solvent: C(CCC)O (butanol). Yields the product C(#N)C(=C)C(C(OCCCC)OCCCC)O (2-cyano-4,4-dibutoxy-3-hydroxy-1-butene). RXN SMILES: [C:1](#[N:4])[CH:2]=[CH2:3].[CH2:5]([O:9][CH:10]([O:13][CH2:14][CH2:15][CH2:16][CH3:17])[CH:11]=[O:12])[CH2:6][CH2:7][CH3:8]>C(O)CCC>[C:1]([C:2]([CH:11]([OH:12])[CH:10]([O:9][CH2:5][CH2:6][CH2:7][CH3:8])[O:13][CH2:14][CH2:15][CH2:16][CH3:17])=[CH2:3])#[N:4]. Procedure details: 0.17 mole acrylonitrile and 30 g (0.15 mole) of 95.5% by weight dibutoxyethanal in butanol were reacted using the method of example 1to form 22 g of 2-cyano-4,4-dibutoxy-3-hydroxy-1-butene which distilled at 108° C. under 0.1 mbar. Reactants: C1(=CC=CC=C1)C#CC=1SC(=CN1)C=O (2-phenylethynyl-thiazole-5-carbaldehyde), solution, C1(=CC=CC=C1)[Mg]Br (phenyl magnesium bromide), CCOCC (Ether). Solvent: C1CCOC1 (THF). Run at temperature 0 celsius, time 30 minute. Product: C1(=CC=CC=C1)C(O)C1=CN=C(S1)C#CC1=CC=CC=C1 (Phenyl-(2-phenylethynyl-thiazol-5-yl)-methanol), pPhenyl-(2-phenylethynyl-thiazol-5-yl)-methanol. The yield is 71.0%. Reaction SMILES: [C:1]1([C:7]#[C:8][C:9]2[S:10][C:11]([CH:14]=[O:15])=[CH:12][N:13]=2)[CH:6]=[CH:5][CH:4]=[CH:3][CH:2]=1.[C:16]1([Mg]Br)[CH:21]=[CH:20][CH:19]=[CH:18][CH:17]=1.CCOCC>C1COCC1>[C:16]1([CH:14]([C:11]2[S:10][C:9]([C:8]#[C:7][C:1]3[CH:6]=[CH:5][CH:4]=[CH:3][CH:2]=3)=[N:13][CH:12]=2)[OH:15])[CH:21]=[CH:20][CH:19]=[CH:18][CH:17]=1. Reported procedure: A solution of 2-phenylethynyl-thiazole-5-carbaldehyde (Example 205, 197 mg, 0.924 mmol) in THF (5.0 mL) was cooled at 0° C. and treated with a 3.0 M solution of phenyl magnesium bromide in Ether (340 μL, 1.0 mmol). After stirring for about 30 minutes at 0° C., the reaction was quenched with saturated aqueous ammonium chloride (25 mL), diluted with EtOAc (25 mL), transferred to a 125-mL separatory funnel and extracted. The layers were separated and the aqueous layer was extracted again with EtOAc... The reactants are CN(C)CC(C=1C=CC(=CC1)OC)C2(CCCCC2)O (venlafaxine), C(C)(=O)OC(C)C (isopropyl acetate), Cl (HCl). Product: CN(C)CC(C=1C=CC(=CC1)OC)C2(CCCCC2)O.Cl (venlafaxine hydrochloride). Yield: 88.0%. Reaction SMILES: [CH3:1][N:2]([CH2:4][CH:5]([C:14]1([OH:20])[CH2:19][CH2:18][CH2:17][CH2:16][CH2:15]1)[C:6]1[CH:7]=[CH:8][C:9]([O:12][CH3:13])=[CH:10][CH:11]=1)[CH3:3].C(OC(C)C)(=O)C.[ClH:28]>>[CH3:1][N:2]([CH2:4][CH:5]([C:14]1([OH:20])[CH2:19][CH2:18][CH2:17][CH2:16][CH2:15]1)[C:6]1[CH:7]=[CH:8][C:9]([O:12][CH3:13])=[CH:10][CH:11]=1)[CH3:3].[ClH:28] |f:3.4|. Procedure details: To the solution of venlafaxine base in isopropyl acetate from example 1 (66 ml, 10 mmol) 5 ml of 2 M aqueous HCl were added. The mixture was heated and water was removed by azeotropic distillation using a Dean-Starck trap. When all water was removed from the mixture, the product began slowly to crystallize. The obtained suspension was heated under reflux temperature for 1.5 h, then cooled and filtered. 2.75 g (88% from N,N-didesmethyl venlafaxine hydrochloride) of pure venlafaxine hydrochloride ... Starting materials: CS(C)=O, ClCCl, O=C(Cl)C(=O)Cl, Cc1c(N2C(=O)N3CCC(O)C3C2C)ccc(C#N)c1Cl. Yields the product Cc1c(N2C(=O)N3CCC(=O)C3C2C)ccc(C#N)c1Cl. As a reaction SMILES: [CH3:1][S:2]([CH3:3])=[O:4].[Cl:32][CH2:33][Cl:34].[Cl:5][C:6]([C:7]([Cl:8])=[O:9])=[O:10].[OH:11][CH:12]1[CH2:13][CH2:14][N:15]2[C:16](=[O:31])[N:17]([c:21]3[c:22]([CH3:30])[c:23]([Cl:29])[c:24]([C:25]#[N:26])[cH:27][cH:28]3)[CH:18]([CH3:20])[CH:19]12>>[O:11]=[C:12]1[CH2:13][CH2:14][N:15]2[C:16](=[O:31])[N:17]([c:21]3[c:22]([CH3:30])[c:23]([Cl:29])[c:24]([C:25]#[N:26])[cH:27][cH:28]3)[CH:18]([CH3:20])[CH:19]12. Reactants: COC1=CC=C(C=C1)NN=C(C(F)(F)F)Br (2,2,2-trifluoroacetoyl bromide-N-(4-methoxyphenyl)hydrazone), O1C(=CC=C1)C(CC(=O)OCC)=O (ethyl 3-(2-furyl)-3-ketopropionate), [O-]CC.[Na+] (sodium ethoxide). The solvent is C(C)O (ethanol), C(C)O (ethanol). Run at time 4 hour. Product: COC1=CC=C(C=C1)N1N=C(C(=C1C=1OC=CC1)C(=O)OCC)C(F)(F)F (1-[(4-Methoxy)phenyl]-3-(trifluoromethyl)-4-(ethoxycarbonyl)-5-(2-furyl)pyrazole). Isolated yield 60.3%. As a reaction SMILES: [O:1]1[CH:5]=[CH:4][CH:3]=[C:2]1[C:6](=O)[CH2:7][C:8]([O:10][CH2:11][CH3:12])=[O:9].[O-]CC.[Na+].[CH3:18][O:19][C:20]1[CH:25]=[CH:24][C:23]([NH:26][N:27]=[C:28](Br)[C:29]([F:32])([F:31])[F:30])=[CH:22][CH:21]=1>C(O)C>[CH3:18][O:19][C:20]1[CH:25]=[CH:24][C:23]([N:26]2[C:6]([C:2]3[O:1][CH:5]=[CH:4][CH:3]=3)=[C:7]([C:8]([O:10][CH2:11][CH3:12])=[O:9])[C:28]([C:29]([F:30])([F:31])[F:32])=[N:27]2)=[CH:22][CH:21]=1 |f:1.2|. Procedure details: To a solution of ethyl 3-(2-furyl)-3-ketopropionate (2.45 g, 13.4 mmol) in 20 mL of absolute ethanol was added sodium ethoxide (4.6 mL of a 21% weight solution in ethanol, 12.2 mmol) followed by 2,2,2-trifluoroacetoyl bromide-N-(4-methoxyphenyl)hydrazone (1.82 g, 6.1 mmol). This mixture was stirred at ambient temperature for 4 h. The volatiles were removed in vacuo and the residue was dissolved in ethyl acetate, washed with water and brine, dried (MgSO4) and concentrated. The residue was purifie... Starting materials: CNC1CCCC1 (N-Methyl-cyclopentylamine), ClC1=NC=CC(=N1)N1CCC(CC1)C1=CC=C(C=C1)CC(C)NC(C)=O (N-(2-{4-[1-(2-chloro-pyrimidin-4-yl)-piperidin-4-yl]-phenyl}-1-methyl-ethyl)-acetamide). Solvent: C(C)#N (acetonitrile). Run at temperature 150 celsius. Product: C1(CCCC1)N(C1=NC=CC(=N1)N1CCC(CC1)C1=CC=C(C=C1)CC(C)NC(C)=O)C (N-[2-(4-{1-[2-(Cyclopentyl-methyl-amino)-pyrimidin-4-yl]-piperidin-4-yl}-phenyl)-1-methyl-ethyl]-acetamide). Reaction SMILES: [CH3:1][NH:2][CH:3]1[CH2:7][CH2:6][CH2:5][CH2:4]1.Cl[C:9]1[N:14]=[C:13]([N:15]2[CH2:20][CH2:19][CH:18]([C:21]3[CH:26]=[CH:25][C:24]([CH2:27][CH:28]([NH:30][C:31](=[O:33])[CH3:32])[CH3:29])=[CH:23][CH:22]=3)[CH2:17][CH2:16]2)[CH:12]=[CH:11][N:10]=1>C(#N)C>[CH:3]1([N:2]([CH3:1])[C:9]2[N:14]=[C:13]([N:15]3[CH2:16][CH2:17][CH:18]([C:21]4[CH:26]=[CH:25][C:24]([CH2:27][CH:28]([NH:30][C:31](=[O:33])[CH3:32])[CH3:29])=[CH:23][CH:22]=4)[CH2:19][CH2:20]3)[CH:12]=[CH:11][N:10]=2)[CH2:7][CH2:6][CH2:5][CH2:4]1. Procedure: 181 μL (1.61 mmol) N-Methyl-cyclopentylamine are added to 120 mg (0.32 mmol) N-(2-{4-[1-(2-chloro-pyrimidin-4-yl)-piperidin-4-yl]-phenyl}-1-methyl-ethyl)-acetamide (XIV.2) in 3 mL acetonitrile. The mixture is heated at 150° C. for 30 min under microwave irradiation. After that time, the solvent is evaporated and the residue is purified using reversed phase HPLC (eluent A: water+0.1% TFA, eluent B: acetonitrile+0.1% TFA) to yield the desired product.